Dataset: the Open Reaction Database (ORD), a public repository of structured organic reaction records. Task: describe an organic reaction: reactants, conditions, products, and yield The product is O=C1C(=CC(=C2N1CS(C1=C2SC=C1)=O)C(=O)OC)C1=CC=CC=C1 (methyl 7-oxo-8-phenyl-pyrido[1,2-c]thieno[2,3-e]-[1,3]thiazine-10-carboxylate 4-oxide). Starting materials: COC(=O)C=1C=C(C(N2CSC3=C(C21)SC=C3)=O)C3=CC=CC=C3 (methyl-7-oxo-8-phenyl-pyrido[1,2-c]thieno[2,3-e][1,3]thiazine-10-carboxylate), ClC1=CC(=CC=C1)C(=O)OO (m-chloroperbenzoic acid). Solvent: C(Cl)Cl (methylene chloride), C(Cl)Cl (methylene chloride). Procedure: 4 g of methyl-7-oxo-8-phenyl-pyrido[1,2-c]thieno[2,3-e][1,3]thiazine-10-carboxylate were dissolved in 100 ml of methylene chloride, whereupon the solution was cooled to 0° and a solution of 2.43 g of m-chloroperbenzoic acid in 40 ml of methylene chloride was added dropwise. After the reaction was completed, the precipitated m-chlorobenzoic acid was removed by filtration and the filtrate was washed with saturated sodium hydrogen carbonate solution and water, dried over sodium sulfate, filtered an... As a reaction SMILES: [CH3:1][O:2][C:3]([C:5]1[CH:6]=[C:7]([C:19]2[CH:24]=[CH:23][CH:22]=[CH:21][CH:20]=2)[C:8](=[O:18])[N:9]2[C:14]=1[C:13]1[S:15][CH:16]=[CH:17][C:12]=1[S:11][CH2:10]2)=[O:4].ClC1C=CC=C(C(OO)=[O:33])C=1>C(Cl)Cl>[O:18]=[C:8]1[N:9]2[CH2:10][S:11](=[O:33])[C:12]3[CH:17]=[CH:16][S:15][C:13]=3[C:14]2=[C:5]([C:3]([O:2][CH3:1])=[O:4])[CH:6]=[C:7]1[C:19]1[CH:24]=[CH:23][CH:22]=[CH:21][CH:20]=1. The reactants are Nc1cccc(C(F)(F)F)c1, OCCN(CCO)CCO, O=S(=O)(O)O. The product is OCCN1CCN(c2cccc(C(F)(F)F)c2)CC1. Reaction SMILES: [F:1][C:2]([c:3]1[cH:4][c:5]([NH2:6])[cH:7][cH:8][cH:9]1)([F:10])[F:11].[OH:12][CH2:13][CH2:14][N:15]([CH2:16][CH2:17][OH:21])[CH2:19][CH2:20][OH:18].[S:22](=[O:23])(=[O:24])([OH:25])[OH:26]>>[F:1][C:2]([c:3]1[cH:4][c:5]([N:6]2[CH2:17][CH2:16][N:15]([CH2:14][CH2:13][OH:12])[CH2:19][CH2:20]2)[cH:7][cH:8][cH:9]1)([F:10])[F:11]. Reported procedure: The title compound, MS: m/e=348.1 (M+H+), was prepared in accordance with the general method of example 15 step 1 and step 3 from 8-chloro-5-iodo-2-methyl-[1,7]naphthyridine (Example I), 4-methylpyridine-3-boronic acid and 2-amino-4-methylthiazole. Starting materials: ClC=1N=CC(=C2C=CC(=NC12)C)I (8-chloro-5-iodo-2-methyl-[1,7]naphthyridine), CC1=C(C=NC=C1)B(O)O (4-methylpyridine-3-boronic acid), NC=1SC=C(N1)C (2-amino-4-methylthiazole). Product: CC1=NC2=C(N=CC(=C2C=C1)C=1C=NC=CC1C)NC=1SC=C(N1)C ([2-Methyl-5-(4-methyl-pyridin-3-yl)-[1,7]naphthyridin-8-yl]-(4-methyl-thiazol-2-yl)-amine). Reaction SMILES: Cl[C:2]1[N:3]=[CH:4][C:5](I)=[C:6]2[C:11]=1[N:10]=[C:9]([CH3:12])[CH:8]=[CH:7]2.[CH3:14][C:15]1[CH:20]=[CH:19][N:18]=[CH:17][C:16]=1B(O)O.[NH2:24][C:25]1[S:26][CH:27]=[C:28]([CH3:30])[N:29]=1>>[CH3:12][C:9]1[CH:8]=[CH:7][C:6]2[C:11](=[C:2]([NH:24][C:25]3[S:26][CH:27]=[C:28]([CH3:30])[N:29]=3)[N:3]=[CH:4][C:5]=2[C:16]2[CH:17]=[N:18][CH:19]=[CH:20][C:15]=2[CH3:14])[N:10]=1. Reactants: COC=1C=C2C(=NC=NC2=CC1OC)OC1=CC(=C(N)C=C1)OC (4-[(6,7-dimethoxy-4-quinazolinyl)oxy]-2-methoxyaniline), C(O)([O-])=O.[Na+] (sodium hydrogencarbonate), ClC(Cl)(OC(OC(Cl)(Cl)Cl)=O)Cl (Triphosgene), CC1=C(CN2CC(CC2)N)C=CC=C1 (1-(2-Methylbenzyl)-3-pyrrolidinamine). Isolated yield 34.9%. As a reaction SMILES: [CH3:1][O:2][C:3]1[CH:4]=[C:5]2[C:10](=[CH:11][C:12]=1[O:13][CH3:14])[N:9]=[CH:8][N:7]=[C:6]2[O:15][C:16]1[CH:22]=[CH:21][C:19]([NH2:20])=[C:18]([O:23][CH3:24])[CH:17]=1.ClC(Cl)(O[C:29](=[O:35])OC(Cl)(Cl)Cl)Cl.[CH3:37][C:38]1[CH:50]=[CH:49][CH:48]=[CH:47][C:39]=1[CH2:40][N:41]1[CH2:45][CH2:44][CH:43]([NH2:46])[CH2:42]1.C(=O)([O-])O.[Na+]>C(N(CC)CC)C.C(Cl)(Cl)Cl>[CH3:1][O:2][C:3]1[CH:4]=[C:5]2[C:10](=[CH:11][C:12]=1[O:13][CH3:14])[N:9]=[CH:8][N:7]=[C:6]2[O:15][C:16]1[CH:22]=[CH:21][C:19]([NH:20][C:29]([NH:46][CH:43]2[CH2:44][CH2:45][N:41]([CH2:40][C:39]3[CH:47]=[CH:48][CH:49]=[CH:50][C:38]=3[CH3:37])[CH2:42]2)=[O:35])=[C:18]([O:23][CH3:24])[CH:17]=1 |f:3.4|. Run at time 30 minute. Yields the product COC=1C=C2C(=NC=NC2=CC1OC)OC1=CC(=C(C=C1)NC(=O)NC1CN(CC1)CC1=C(C=CC=C1)C)OC (N-{4-[(6,7-Dimethoxy-4-quinazolinyl)oxy]-2-methoxyphenyl}-N′-[1-(2-methylbenzyl)tetrahydro-1H-3-pyrrolyl]urea). The solvent is C(C)N(CC)CC (triethylamine), C(Cl)(Cl)Cl (Chloroform). Procedure details: Chloroform (10 ml) and triethylamine (2 ml) were added to 4-[(6,7-dimethoxy-4-quinazolinyl)oxy]-2-methoxyaniline (100 mg) to prepare a solution. Triphosgene (99 mg) was added to the solution, and the mixture was stirred at room temperature for 30 min. 1-(2-Methylbenzyl)-3-pyrrolidinamine (87 mg) was then added thereto, and the mixture was stirred at room temperature overnight. A saturated aqueous sodium hydrogencarbonate solution was added to the reaction solution, and the mixture was extracted ... The reactants are CC1=C(C=CC=C1)C(C(=O)OC)=CO (methyl 2-(2-methyl phenyl)-3-hydroxy-2-propenoate), [H-].[Na+] (sodium hydride), O (water), CI (methyl iodide). Solvent: O1CCCC1 (tetrahydrofuran), O1CCCC1 (tetrahydrofuran). Reaction conditions: time 1 hour. The product is CC1=C(C=CC=C1)/C(/C(=O)OC)=C/OC (methyl Z-2-(2-methyl phenyl)-3-methoxy-2-propenoate). As a reaction SMILES: [CH3:1][C:2]1[CH:7]=[CH:6][CH:5]=[CH:4][C:3]=1[C:8](=[CH:13][OH:14])[C:9]([O:11][CH3:12])=[O:10].[H-].[Na+].[CH3:17]I.O>O1CCCC1>[CH3:1][C:2]1[CH:7]=[CH:6][CH:5]=[CH:4][C:3]=1/[C:8](=[CH:13]/[O:14][CH3:17])/[C:9]([O:11][CH3:12])=[O:10] |f:1.2|. Reported procedure: A solution of 44 g of the product of Step B in 400 ml of tetrahydrofuran was introduced at 20°-25° C. into a solution of 700 ml of tetrahydrofuran and 11 g of sodium hydride (50% in oil). The reaction mixture was stirred for one hour and 150 ml of methyl iodide were added. The mixture was stirred for 5 hours and poured into water. Extraction was carried out with methylene chloride and the extracts were dried and brought to dryness to obtain 47.2 g of product which was chromatographed on silica a... Starting materials: ClC1=CC(=C(C=C1)C=1C=NC(=NC1)N)F (5-(4-chloro-2-fluorophenyl)-pyrimidin-2-amine), C(C)(C)OC1=NC=CC=C1B(O)O ((2-isopropoxypyridin-3-yl)boronic acid), CC(C)C1=CC(=C(C(=C1)C(C)C)C2=C(C=CC=C2)P(C3CCCCC3)C4CCCCC4)C(C)C (X-Phos). Run at time 8 hour. Yields the product FC1=C(C=CC(=C1)C=1C(=NC=CC1)OC(C)C)C=1C=NC(=NC1)N (5-{2-Fluoro-4-[2-(1-methylethoxy)pyridin-3-yl]phenyl}pyrimidin-2-amine). The yield is 49.0%. As a reaction SMILES: Cl[C:2]1[CH:7]=[CH:6][C:5]([C:8]2[CH:9]=[N:10][C:11]([NH2:14])=[N:12][CH:13]=2)=[C:4]([F:15])[CH:3]=1.[CH:16]([O:19][C:20]1[C:25](B(O)O)=[CH:24][CH:23]=[CH:22][N:21]=1)([CH3:18])[CH3:17].CC(C1C=C(C(C)C)C(C2C=CC=CC=2P(C2CCCCC2)C2CCCCC2)=C(C(C)C)C=1)C>>[F:15][C:4]1[CH:3]=[C:2]([C:25]2[C:20]([O:19][CH:16]([CH3:18])[CH3:17])=[N:21][CH:22]=[CH:23][CH:24]=2)[CH:7]=[CH:6][C:5]=1[C:8]1[CH:9]=[N:10][C:11]([NH2:14])=[N:12][CH:13]=1. Reported procedure: To a microwave vial the following were added 5-(4-chloro-2-fluorophenyl)-pyrimidin-2-amine (50 mg, 0.22 mmol), (2-isopropoxypyridin-3-yl)boronic acid (51 mg, 0.28 mmol) and X-Phos precatalyst (4 mg, 0.005 mmol). The vial was flushed with nitrogen and then THF (0.5 mL) and 0.5 M K3PO4 (0.9 mL) were added. Both THF and the K3PO4 solution were sparged separately for 30 min prior to use. The resulting biphasic mixture was stirred at rt overnight. The reaction mixture was then poured into sat. NaHCO3... Reactants: C([O-])([O-])=O.[K+].[K+] (Potassium carbonate), C1(CC1)NC1=C(C(=O)O)C(=CC(=C1)F)F (2-Cyclopropylamino-4,6-difluoro-benzoic acid), ClCC(C)=O (Chloroacetone). Run in CN(C)C=O (DMF). Reaction conditions: temperature 90 celsius, time 1 hour. Yields the product O=C(COC(C1=C(C=C(C=C1F)F)NC1CC1)=O)C (2-Cyclopropylamino-4,6-difluoro-benzoic acid 2-oxo-propyl ester). As a reaction SMILES: C(=O)([O-])[O-].[K+].[K+].[CH:7]1([NH:10][C:11]2[CH:19]=[C:18]([F:20])[CH:17]=[C:16]([F:21])[C:12]=2[C:13]([OH:15])=[O:14])[CH2:9][CH2:8]1.Cl[CH2:23][C:24](=[O:26])[CH3:25]>CN(C=O)C>[O:26]=[C:24]([CH3:25])[CH2:23][O:14][C:13](=[O:15])[C:12]1[C:16]([F:21])=[CH:17][C:18]([F:20])=[CH:19][C:11]=1[NH:10][CH:7]1[CH2:8][CH2:9]1 |f:0.1.2|. Procedure details: Potassium carbonate (2.3 g, 16.7 mmol) was added to a solution of example 6a (5.1 g, 23.8 mmol) in DMF (20 mL). The reaction mixture was stirred at 90° C. for 1 h. Chloroacetone (2.21 g, 23.8 mmol) was then added dropwise at room temperature and the reaction mixture was heated at 55° C. for 1.5 h. The reaction mixture was poured into ice. The precipitate was collected by filtration to give 6.53 g (quantitative) of the title compound as an off-white solid. 1H NMR (400 MHz, DMSO-d6): δ 7.66 (s, 1H... Reported procedure: To a stirred solution of (2-3a) (60 mg) in tetrahydrofuran (3 mL) was added lithium hydroxide monohydrate (20 mg) in water (3 mL) and the mixture was stirred for 16 h. The reaction mixture was then concentrated at reduced pressure and resulting oil was purified by flash column chromatography (silica gel, 30:3:3 to 50:5:5% ethanol/ammonium hydroxide/water in ethyl acetate) to give 2-4a. Solvent: O1CCCC1 (tetrahydrofuran), O (water). Reaction conditions: time 16 hour. Reactants: COC(C(CCCCN1C([C@H](CC1)CCC1=NC=2NCCCC2C=C1)=O)C=1C=NC(=CC1)OC)=O ((6-Methoxy-pyridin-3-yl)-6-{2-oxo-3(S)-[2-(5,6,7,8-tetrahydro-[1,8]naphthyridin-2-yl)-ethyl]-pyrrolidin-1-yl}-hexanoic Acid Methyl Ester), O.[OH-].[Li+] (lithium hydroxide monohydrate). Product: COC1=CC=C(C=N1)C(C(=O)O)CCCCN1C([C@H](CC1)CCC1=NC=2NCCCC2C=C1)=O ((6-Methoxy-pyridin-3-yl)-6-{2-oxo-3(S)-[2-(5,6,7,8-tetrahydro-[1,8]naphthyridin-2-yl)-ethyl]-pyrrolidin-1-yl}-hexanoic Acid). RXN SMILES: C[O:2][C:3](=[O:35])[CH:4]([C:27]1[CH:28]=[N:29][C:30]([O:33][CH3:34])=[CH:31][CH:32]=1)[CH2:5][CH2:6][CH2:7][CH2:8][N:9]1[CH2:13][CH2:12][C@H:11]([CH2:14][CH2:15][C:16]2[CH:25]=[CH:24][C:23]3[CH2:22][CH2:21][CH2:20][NH:19][C:18]=3[N:17]=2)[C:10]1=[O:26].O.[OH-].[Li+]>O1CCCC1.O>[CH3:34][O:33][C:30]1[N:29]=[CH:28][C:27]([CH:4]([CH2:5][CH2:6][CH2:7][CH2:8][N:9]2[CH2:13][CH2:12][C@H:11]([CH2:14][CH2:15][C:16]3[CH:25]=[CH:24][C:23]4[CH2:22][CH2:21][CH2:20][NH:19][C:18]=4[N:17]=3)[C:10]2=[O:26])[C:3]([OH:35])=[O:2])=[CH:32][CH:31]=1 |f:1.2.3|. The reactants are NC=1NC=C(N1)CC(=O)OC (methyl 2-(2-amino-1H-imidazol-4-yl)acetate), ClC1=C(C=C(C(=O)N)C(C)=O)C=CC(=C1)Cl (2-(2,4-dichlorobenzylidene)-3-oxobutanamide). Reaction SMILES: [NH2:1][C:2]1[NH:3][CH:4]=[C:5]([CH2:7][C:8]([O:10][CH3:11])=[O:9])[N:6]=1.[Cl:12][C:13]1[CH:26]=[C:25]([Cl:27])[CH:24]=[CH:23][C:14]=1[CH:15]=[C:16]([C:20](=O)[CH3:21])[C:17]([NH2:19])=[O:18]>C(O)(C)C>[C:17]([C:16]1[CH:15]([C:14]2[CH:23]=[CH:24][C:25]([Cl:27])=[CH:26][C:13]=2[Cl:12])[N:3]2[CH:4]=[C:5]([CH2:7][C:8]([O:10][CH3:11])=[O:9])[N:6]=[C:2]2[NH:1][C:20]=1[CH3:21])(=[O:18])[NH2:19]. Yield: 45.1%. Procedure details: A mixture of methyl 2-(2-amino-1H-imidazol-4-yl)acetate (986 mg, 6.4 mmol) and 2-(2,4-dichlorobenzylidene)-3-oxobutanamide (Example 158, Step 2, 1.64 g, 6.4 mmol) in isopropyl alcohol (40 mL) was placed as a slurry in a 100° C. oil bath. The mixture became a clear solution within 2 min and a precipitate formed during heating for 14.5 h. Upon cooling to room temperature, the tan solids were isolated by filtration with hexanes wash (2×15 mL) to provide methyl 2-(6-carbamoyl-5-(2,4-dichlorophenyl)-... Solvent: C(C)(C)O (isopropyl alcohol), hexanes. The product is C(N)(=O)C1=C(NC=2N(C1C1=C(C=C(C=C1)Cl)Cl)C=C(N2)CC(=O)OC)C (methyl 2-(6-carbamoyl-5-(2,4-dichlorophenyl)-7-methyl-5,8-dihydroimidazo[1,2-a]pyrimidin-2-yl)acetate).